This data is from the Open Reaction Database (ORD), a public repository of structured organic reaction records. The task is: describe an organic reaction: reactants, conditions, products, and yield Starting materials: NCC(=O)O (glycine), [OH-].[Na+] (sodium hydroxide), C(CCCCCCCCCCC)(=O)Cl (n-dodecanoyl chloride), [OH-].[Na+] (sodium hydroxide), Cl (hydrochloric acid). Run in CCOCC (ether), CCOCC (ether). Conditions: time 1 hour. Product: C(CCCCCCCCCCC)(=O)NCC(=O)O (N-n-dodecanoylglycine). Isolated yield 84.7%. Reaction SMILES: [NH2:1][CH2:2][C:3]([OH:5])=[O:4].[OH-].[Na+].[C:8](Cl)(=[O:20])[CH2:9][CH2:10][CH2:11][CH2:12][CH2:13][CH2:14][CH2:15][CH2:16][CH2:17][CH2:18][CH3:19].Cl>CCOCC>[C:8]([NH:1][CH2:2][C:3]([OH:5])=[O:4])(=[O:20])[CH2:9][CH2:10][CH2:11][CH2:12][CH2:13][CH2:14][CH2:15][CH2:16][CH2:17][CH2:18][CH3:19] |f:1.2|. Reported procedure: To a solution of glycine in a 1 N-sodium hydroxide, an ether solution of n-dodecanoyl chloride and a 1 N-aqueous solution of sodium hydroxide were dropped simultaneously and the mixture was stirred for 1 hour. The reaction mixture was then neutralized with hydrochloric acid and ether was removed from the solution. N-n-dodecanoylglycine was obtained from the remaining reactant after the purification by column chromatography with the yield of 84.7 %. The melting point of the product was 115.5° to ...